This data is from the Open Reaction Database (ORD), a public repository of structured organic reaction records. The task is: describe an organic reaction: reactants, conditions, products, and yield The reactants are C1=CC(=CC=C1O)C (p-cresol), CC(=C)CC(C)(C)C (2,4,4-trimethyl-1-pentene), olefin, B(F)(F)F.CCOCC (boron trifluoride etherate). Reaction conditions: temperature 0 celsius, time 160 minute. Yields the product CC1=CC(=C(C=C1)O)C(CC(C)(C)C)(C)C (4-methyl-2-(1,1,3,3-tetramethylbutyl)phenol). As a reaction SMILES: [CH:1]1[C:6]([OH:7])=[CH:5][CH:4]=[C:3]([CH3:8])[CH:2]=1.[CH3:9][C:10]([CH2:12][C:13]([CH3:16])([CH3:15])[CH3:14])=[CH2:11].B(F)(F)F.CCOCC>>[CH3:8][C:3]1[CH:4]=[CH:5][C:6]([OH:7])=[C:1]([C:10]([CH3:11])([CH3:9])[CH2:12][C:13]([CH3:16])([CH3:15])[CH3:14])[CH:2]=1 |f:2.3|. Procedure details: Preparation was modified from the method of Kitchen, L. J., J. Am. Chem. Soc. 1948, 70, 1290. In a round-bottom flask to which were attached two addition funnels, a mixture of p-cresol (33.12 g, 306 mmol) and 33 mL 2,4,4-trimethyl-1-pentene was purged with nitrogen. The flask was cooled to 0° C., and 162 mL additional olefin (total amount of 2,4,4-trimethyl-1-pentene=1.23 mol, 4.0 eq.) was added dropwise, while a mixture of boron trifluoride etherate (5 mL, 40 mmol) and 30 mL nitrogen-sparged he... Reactants: [C@H]12N[C@@H](C[C@@H]2C1)CNC(=O)C1=C(N=C2SC=CN21)C (6-methyl-imidazo[2,1-b]thiazole-5-carboxylic acid [(1S,3S,5S)-2-aza-bicyclo[3.1.0]hex-3-ylmethyl]-amide), FC1=C(C=CC=C1)C=1C(=CC=CC1)C(=O)O (2′-fluoro-biphenyl-2-carboxylic acid). Product: FC1=C(C=CC=C1)C=1C(=CC=CC1)C(=O)N1[C@H]2C[C@H]2C[C@H]1CNC(=O)C1=C(N=C2SC=CN21)C (6-methyl-imidazo[2,1-b]thiazole-5-carboxylic acid [(1S,3S,5S)-2-(2′-fluoro-biphenyl-2-carbonyl)-2-aza-bicyclo[3.1.0]hex-3-ylmethyl]-amide). Reaction SMILES: [C@H:1]12[CH2:6][C@H:5]1[CH2:4][C@@H:3]([CH2:7][NH:8][C:9]([C:11]1[N:18]3[C:14]([S:15][CH:16]=[CH:17]3)=[N:13][C:12]=1[CH3:19])=[O:10])[NH:2]2.[F:20][C:21]1[CH:26]=[CH:25][CH:24]=[CH:23][C:22]=1[C:27]1[C:28]([C:33](O)=[O:34])=[CH:29][CH:30]=[CH:31][CH:32]=1>>[F:20][C:21]1[CH:26]=[CH:25][CH:24]=[CH:23][C:22]=1[C:27]1[C:28]([C:33]([N:2]2[C@H:3]([CH2:7][NH:8][C:9]([C:11]3[N:18]4[C:14]([S:15][CH:16]=[CH:17]4)=[N:13][C:12]=3[CH3:19])=[O:10])[CH2:4][C@H:5]3[C@@H:1]2[CH2:6]3)=[O:34])=[CH:29][CH:30]=[CH:31][CH:32]=1. Reported procedure: prepared by reaction of 6-methyl-imidazo[2,1-b]thiazole-5-carboxylic acid [(1S,3S,5S)-2-aza-bicyclo[3.1.0]hex-3-ylmethyl]-amide with 2′-fluoro-biphenyl-2-carboxylic acid. LC-MS (basic): tR=1.34 min; [M+H]+=475.2. The reactants are COC(=O)Cl, CCN(C(C)C)C(C)C, ClCCl, COC(=O)C1CCNC(Cc2ccc(F)c(F)c2)C1. The product is COC(=O)C1CCN(C(=O)OC)C(Cc2ccc(F)c(F)c2)C1. As a reaction SMILES: [C:29]([O:30][CH3:31])(=[O:32])[Cl:33].[CH:20]([N:21]([CH2:22][CH3:23])[CH:24]([CH3:25])[CH3:26])([CH3:27])[CH3:28].[Cl:34][CH2:35][Cl:36].[F:1][c:2]1[cH:3][c:4]([CH2:5][CH:6]2[NH:7][CH2:8][CH2:9][CH:10]([C:12](=[O:13])[O:14][CH3:15])[CH2:11]2)[cH:16][cH:17][c:18]1[F:19]>>[F:1][c:2]1[cH:3][c:4]([CH2:5][CH:6]2[N:7]([C:29]([O:30][CH3:31])=[O:32])[CH2:8][CH2:9][CH:10]([C:12](=[O:13])[O:14][CH3:15])[CH2:11]2)[cH:16][cH:17][c:18]1[F:19]. Starting materials: ice water, C(=O)(O)[O-].[Na+] (NaHCO3), CN1CC2=C(N(C=3C=CC(=CC23)C)CC(C)(O)C2=CC=C(C=C2)OC)CC1 (1-(1,2,3,4-tetrahydro-2,8-dimethylpyrido[4,3-b]indol-5-yl)-2-(4-methoxyphenyl)propan-2-ol). Run in C(Cl)Cl (DCM), C(Cl)Cl (DCM). Run at temperature -78 celsius, time 30 minute. Product: CN1CC2=C(N(C=3C=CC(=CC23)C)CC(C)(O)C2=CC=C(C=C2)O)CC1 (4-(1-(2,8-dimethyl-3,4-dihydro-1H-pyrido[4,3-b]indol-5(2H)-yl)-2-hydroxypropan-2-yl)phenol). As a reaction SMILES: [CH3:1][N:2]1[CH2:27][CH2:26][C:5]2[N:6]([CH2:14][C:15]([C:18]3[CH:23]=[CH:22][C:21]([O:24]C)=[CH:20][CH:19]=3)([OH:17])[CH3:16])[C:7]3[CH:8]=[CH:9][C:10]([CH3:13])=[CH:11][C:12]=3[C:4]=2[CH2:3]1.C([O-])(O)=O.[Na+]>C(Cl)Cl>[CH3:1][N:2]1[CH2:27][CH2:26][C:5]2[N:6]([CH2:14][C:15]([C:18]3[CH:19]=[CH:20][C:21]([OH:24])=[CH:22][CH:23]=3)([OH:17])[CH3:16])[C:7]3[CH:8]=[CH:9][C:10]([CH3:13])=[CH:11][C:12]=3[C:4]=2[CH2:3]1 |f:1.2|. Procedure details: To a stirred solution of 1-(1,2,3,4-tetrahydro-2,8-dimethylpyrido[4,3-b]indol-5-yl)-2-(4-methoxyphenyl)propan-2-ol (0.145 g, 0.39 mmol) in DCM (10 mL) at −78° C. was added borontribromide (0.293 g in 5 mL DCM). The reaction mixture was stirred at −78° C. for 30 min. and then at 25° C. for 1 h. The solution was poured into ice water, saturated NaHCO3 was added, and the mixture extracted with EtOAc. The organic layer was dried over anhydrous sodium sulfate, and the solvent was removed under reduce... The reactants are O(C1=CC=CC=C1)C=1C=C(CCl)C=CC1 (m-phenoxybenzyl chloride), O(C1=CC=CC=C1)C=1C=C(C(Cl)Cl)C=CC1 (m-phenoxybenzal chloride), C1N2CN3CN1CN(C2)C3 (hexamethylenetetramine), Cl (hydrochloric acid). Run in C(C)O (ethanol), C(C)(=O)O (acetic acid). The product is O(C1=CC=CC=C1)C=1C=C(C=O)C=CC1 (m-phenoxybenzaldehyde). Reaction SMILES: [O:1]([C:8]1[CH:9]=[C:10]([CH:13]=[CH:14][CH:15]=1)[CH2:11]Cl)[C:2]1[CH:7]=[CH:6][CH:5]=[CH:4][CH:3]=1.[O:16](C1C=C(C=CC=1)C(Cl)Cl)C1C=CC=CC=1.C1N2CN3CN(C2)CN1C3.Cl>C(O)C.C(O)(=O)C>[O:1]([C:8]1[CH:9]=[C:10]([CH:13]=[CH:14][CH:15]=1)[CH:11]=[O:16])[C:2]1[CH:7]=[CH:6][CH:5]=[CH:4][CH:3]=1. Reported procedure: A process according to claim 1, wherein the mixture of m-phenoxybenzyl chloride (II) and m-phenoxybenzal chloride (III) (X = chlorine) is reacted with 1 to 2 molar equivalent of hexamethylenetetramine in hot aqueous ethanol or hot aqueous acetic acid and hydrolyzing the mixture with dilute hydrochloric acid to yield m-phenoxybenzaldehyde (I). Reactants: C(C)(C)(C)OC(NC=1COCC(N1)(C(F)(F)F)C1=C(C=CC(=C1)NC(=O)C1=NC=C(C=C1)Cl)F)=O ((5-{5-[(5-chloro-pyridine-2-carbonyl)-amino]-2-fluoro-phenyl}-5-trifluoromethyl-5,6-dihydro-2H-[1,4]oxazin-3-yl)-carbamic acid tert-butyl ester). The solvent is Cl (HCl), O1CCOCC1 (dioxane). The product is NC1=NC(COC1)(C(F)(F)F)C=1C=C(C=CC1F)NC(=O)C1=NC=C(C=C1)Cl (5-Chloro-pyridine-2-carboxylic acid [3-(5-amino-3-trifluoromethyl-3,6-dihydro-2H-[1,4]oxazin-3-yl)-4-fluoro-phenyl]-amide). As a reaction SMILES: C(OC(=O)[NH:7][C:8]1[CH2:9][O:10][CH2:11][C:12]([C:18]2[CH:23]=[C:22]([NH:24][C:25]([C:27]3[CH:32]=[CH:31][C:30]([Cl:33])=[CH:29][N:28]=3)=[O:26])[CH:21]=[CH:20][C:19]=2[F:34])([C:14]([F:17])([F:16])[F:15])[N:13]=1)(C)(C)C>Cl.O1CCOCC1>[NH2:7][C:8]1[CH2:9][O:10][CH2:11][C:12]([C:18]2[CH:23]=[C:22]([NH:24][C:25]([C:27]3[CH:32]=[CH:31][C:30]([Cl:33])=[CH:29][N:28]=3)=[O:26])[CH:21]=[CH:20][C:19]=2[F:34])([C:14]([F:17])([F:16])[F:15])[N:13]=1. Procedure details: A solution of 68 mg (0.136 mmol) (5-{5-[(5-chloro-pyridine-2-carbonyl)-amino]-2-fluoro-phenyl}-5-trifluoromethyl-5,6-dihydro-2H-[1,4]oxazin-3-yl)-carbamic acid tert-butyl ester in 2 ml 4N HCl in dioxane was stirred at 40° C. overnight. The mixture was concentrated and crystallized from EtOAc/hexane to yield the title compound as colorless crystals.